Dataset: the Open Reaction Database (ORD), a public repository of structured organic reaction records. Task: describe an organic reaction: reactants, conditions, products, and yield Reactants: BrC1=CC=C(C=C1)C1=CC=C(C=C1)OCCCCCCCCCC (4-Bromo-4'-decyloxybiphenyl), CC(C)(C#C)O (2-methylbut-3-yn-2-ol), C(C)(C)NC(C)C (diisopropylamine). The reagents and catalysts are [Cu]I (copper(I) iodide), C=1C=CC(=CC1)[P](C=2C=CC=CC2)(C=3C=CC=CC3)[Pd]([P](C=4C=CC=CC4)(C=5C=CC=CC5)C=6C=CC=CC6)([P](C=7C=CC=CC7)(C=8C=CC=CC8)C=9C=CC=CC9)[P](C=1C=CC=CC1)(C=1C=CC=CC1)C=1C=CC=CC1 (tetrakis(triphenylphosphine)palladium(0)). The solvent is C1CCOC1 (THF). Product: C(CCCCCCCCC)OC1=CC=C(C=C1)C1=CC=C(C=C1)C#CC(C)(C)O (1-(4'-Decyloxybiphenyl-4-yl)-2-(1-hydroxy-1-methylethyl)ethyne). RXN SMILES: Br[C:2]1[CH:7]=[CH:6][C:5]([C:8]2[CH:13]=[CH:12][C:11]([O:14][CH2:15][CH2:16][CH2:17][CH2:18][CH2:19][CH2:20][CH2:21][CH2:22][CH2:23][CH3:24])=[CH:10][CH:9]=2)=[CH:4][CH:3]=1.[CH3:25][C:26]([OH:30])([C:28]#[CH:29])[CH3:27].C(NC(C)C)(C)C>C1COCC1.[Cu]I.C1C=CC([P]([Pd]([P](C2C=CC=CC=2)(C2C=CC=CC=2)C2C=CC=CC=2)([P](C2C=CC=CC=2)(C2C=CC=CC=2)C2C=CC=CC=2)[P](C2C=CC=CC=2)(C2C=CC=CC=2)C2C=CC=CC=2)(C2C=CC=CC=2)C2C=CC=CC=2)=CC=1>[CH2:15]([O:14][C:11]1[CH:12]=[CH:13][C:8]([C:5]2[CH:6]=[CH:7][C:2]([C:29]#[C:28][C:26]([OH:30])([CH3:27])[CH3:25])=[CH:3][CH:4]=2)=[CH:9][CH:10]=1)[CH2:16][CH2:17][CH2:18][CH2:19][CH2:20][CH2:21][CH2:22][CH2:23][CH3:24] |^1:48,50,69,88|. Reported procedure: A stirred mixture of compound 68 (15.00 g, 0.039 mol), 2-methylbut-3-yn-2-ol (7.15 g, 0.085 mol), copper(I) iodide (0.34 g, 1.80 mmol), tetrakis(triphenylphosphine)palladium(0) (2.89 g, 2.50 mmol) and diisopropylamine (150 ml) was heated under reflux in a dry nitrogen atmosphere for 24 h. The resultant mass was dissolved in THF and filtered over hyflo filter aid to remove inorganic materials. Volatile materials were removed in vacuo and the brown solid was recrystallised from ethanol to give a w... The reactants are IC1=NC2=CC=CC=C2C=C1 (2-iodoquinoline), CC(C#C)(OC1=CC=C(C#N)C=C1)C (4-(1,1-dimethyl-2-propynyloxy)benzonitrile). Reagents/catalysts: [Pd](Cl)Cl (palladium(II) chloride), [Cu]I (copper(I) iodide), C1(=CC=CC=C1)P(C1=CC=CC=C1)C1=CC=CC=C1 (triphenylphosphine). Run in C(C)NCC (diethylamine). Conditions: time 18 hour. Product: CC(C#CC1=NC2=CC=CC=C2C=C1)(OC1=CC=C(C#N)C=C1)C (4-[1,1-dimethyl-3-(2-quinolyl)-2-propynyloxy]benzonitrile). Isolated yield 93.0%. As a reaction SMILES: I[C:2]1[CH:11]=[CH:10][C:9]2[C:4](=[CH:5][CH:6]=[CH:7][CH:8]=2)[N:3]=1.[CH3:12][C:13]([CH3:25])([O:16][C:17]1[CH:24]=[CH:23][C:20]([C:21]#[N:22])=[CH:19][CH:18]=1)[C:14]#[CH:15]>C(NCC)C.[Pd](Cl)Cl.[Cu]I.C1(P(C2C=CC=CC=2)C2C=CC=CC=2)C=CC=CC=1>[CH3:12][C:13]([CH3:25])([O:16][C:17]1[CH:18]=[CH:19][C:20]([C:21]#[N:22])=[CH:23][CH:24]=1)[C:14]#[C:15][C:2]1[CH:11]=[CH:10][C:9]2[C:4](=[CH:5][CH:6]=[CH:7][CH:8]=2)[N:3]=1. Procedure: 5.1 g of 2-iodoquinoline were added at room temperature to a solution of 18 mg of palladium(II) chloride, 52 mg of triphenylphosphine and 38 mg of copper(I) iodide in 100 ml of diethylamine. 3,7 g of 4-(1,1-dimethyl-2-propynyloxy)benzonitrile were added. After stirring at room temperature for 18 hours the mixture was evaporated and the residue was dissolved in ethyl acetate and water. The organic phase was dried over sodium sulphate and evaporated. The residue was chromatographed on silica gel u... Reactants: CCCC[N+](CCCC)(CCCC)CCCC, CC(=O)O, CCOC(C)=O, [F-], CC(C)CN(CC(O)C(Cc1ccc(OCCCCO[Si](C)(C)C(C)(C)C)cc1)NC(=O)OC1COC2OCCC12)S(=O)(=O)c1ccc2c(c1)OCO2, C1CCOC1, C1CCOC1. Yields the product CC(C)CN(CC(O)C(Cc1ccc(OCCCCO)cc1)NC(=O)OC1COC2OCCC12)S(=O)(=O)c1ccc2c(c1)OCO2. Reaction SMILES: [CH2:60]([N+:61]([CH2:62][CH2:63][CH2:64][CH3:65])([CH2:66][CH2:67][CH2:68][CH3:69])[CH2:70][CH2:71][CH2:72][CH3:73])[CH2:74][CH2:75][CH3:76].[CH3:77][C:78](=[O:79])[OH:80].[CH3:86][CH2:87][O:88][C:89](=[O:90])[CH3:91].[F-:59].[O:1]1[CH2:2][O:3][c:4]2[c:5]1[cH:6][cH:7][c:8]([S:10](=[O:11])(=[O:12])[N:13]([CH2:14][CH:15]([CH:16]([CH2:17][c:18]1[cH:19][cH:20][c:21]([O:24][CH2:25][CH2:26][CH2:27][CH2:28][O:29][Si:30]([C:31]([CH3:32])([CH3:33])[CH3:34])([CH3:35])[CH3:36])[cH:22][cH:23]1)[NH:37][C:38]([O:39][CH:40]1[CH2:41][O:42][CH:43]3[O:44][CH2:45][CH2:46][CH:47]13)=[O:48])[OH:49])[CH2:50][CH:51]([CH3:52])[CH3:53])[cH:9]2.[O:54]1[CH2:55][CH2:56][CH2:57][CH2:58]1.[O:81]1[CH2:82][CH2:83][CH2:84][CH2:85]1>>[O:1]1[CH2:2][O:3][c:4]2[c:5]1[cH:6][cH:7][c:8]([S:10](=[O:11])(=[O:12])[N:13]([CH2:14][CH:15]([CH:16]([CH2:17][c:18]1[cH:19][cH:20][c:21]([O:24][CH2:25][CH2:26][CH2:27][CH2:28][OH:29])[cH:22][cH:23]1)[NH:37][C:38]([O:39][CH:40]1[CH2:41][O:42][CH:43]3[O:44][CH2:45][CH2:46][CH:47]13)=[O:48])[OH:49])[CH2:50][CH:51]([CH3:52])[CH3:53])[cH:9]2.